From a dataset of the Open Reaction Database (ORD), a public repository of structured organic reaction records. describe an organic reaction: reactants, conditions, products, and yield Reactants: COC=1C=C(C=C(C1)OC)C(CC1=CC=C(C=C1)OC)=O (1-(3,5-dimethoxyphenyl)-2-(4-methoxyphenyl)ethanone), CO (methanol), [BH4-].[Na+] (sodium borohydride). The solvent is C1CCOC1 (THF). Reaction conditions: time 1 hour. Yields the product COC=1C=C(C=C(C1)OC)C(CC1=CC=C(C=C1)OC)O (1-(3,5-dimethoxyphenyl)-2-(4-methoxyphenyl)ethanol). RXN SMILES: [CH3:1][O:2][C:3]1[CH:4]=[C:5]([C:11](=[O:21])[CH2:12][C:13]2[CH:18]=[CH:17][C:16]([O:19][CH3:20])=[CH:15][CH:14]=2)[CH:6]=[C:7]([O:9][CH3:10])[CH:8]=1.CO.[BH4-].[Na+]>C1COCC1>[CH3:1][O:2][C:3]1[CH:4]=[C:5]([CH:11]([OH:21])[CH2:12][C:13]2[CH:18]=[CH:17][C:16]([O:19][CH3:20])=[CH:15][CH:14]=2)[CH:6]=[C:7]([O:9][CH3:10])[CH:8]=1 |f:2.3|. Procedure details: 5 g of precipitated 1-(3,5-dimethoxyphenyl)-2-(4-methoxyphenyl)ethanone (1.74 mmol) prepared according to Example 4 are introduced into 75 ml of methanol and 62.5 ml of THF in a 250 ml three-necked round-bottomed flask. 0.78 g of sodium borohydride (1.1 eq.) is added at ambient temperature over approximately 1 h. The reaction medium is kept stirred for 1 h and concentrated and the residue is taken up in 50 ml of a water/methanol (50/50 by volume) mixture. The precipitate obtained is filtered off... Starting materials: COC(=O)[C@@H]1CC[C@H](CC1)C(NCC(OCC)OCC)=O (trans-4-(2,2-diethoxy-ethylcarbamoyl)-cyclohexanecarboxylic acid methyl ester), FC(S(=O)(=O)O)(F)F (trifluoromethanesulfonic acid). The solvent is COCCOC (1,2-dimethoxyethane). Product: COC(=O)[C@@H]1CC[C@H](CC1)C(NCC=O)=O (trans-4-(2-Oxo-ethylcarbamoyl)-cyclohexanecarboxylic acid methyl ester). Isolated yield 108.9%. RXN SMILES: [CH3:1][O:2][C:3]([C@H:5]1[CH2:10][CH2:9][C@H:8]([C:11](=[O:21])[NH:12][CH2:13][CH:14](OCC)[O:15]CC)[CH2:7][CH2:6]1)=[O:4].FC(F)(F)S(O)(=O)=O>COCCOC>[CH3:1][O:2][C:3]([C@H:5]1[CH2:10][CH2:9][C@H:8]([C:11](=[O:21])[NH:12][CH2:13][CH:14]=[O:15])[CH2:7][CH2:6]1)=[O:4]. Reported procedure: A solution of trans-4-(2,2-diethoxy-ethylcarbamoyl)-cyclohexanecarboxylic acid methyl ester (900 mg, 2.99 mmol) and trifluoromethanesulfonic acid (996 mg, 4.48 mmol) in 1,2-dimethoxyethane (30 ml) was heated at 40° C. for 4 h. After cooling to room temperature the reaction mixture was partitioned between ethyl acetate (100 ml) and saturated aqueous sodium bicarbonate solution (50 ml). The layers were separated. The aqueous layer was extracted with two 100 ml-portions of ethyl acetate. The combin... The reactants are FC=1C=C(C=C(C1)F)C1=C(C(C2=CC(=CC=C12)O)=O)C=1C=NC=CC1 (3-(3,5-Difluorophenyl)-6-hydroxy-2-(pyridin-3-yl)-1H-inden-1-one), BrC=1C(C2=CC(=CC=C2C1C1=CC=CC=C1)O)=O (2-bromo-6-hydroxy-3-phenyl-1H-inden-1-one), N1(CCCCC1)CCO (2-(piperidin-1-yl)ethanol). Run at time 3 hour. The product is FC=1C=C(C=C(C1)F)C1=C(C(C2=CC(=CC=C12)OCCN1CCCCC1)=O)C=1C=NC=CC1 (3-(3,5-Difluorophenyl)-6-(2-(piperidin-1-yl)ethoxy)-2-(pyridin-3-yl)-1H-inden-1-one). Isolated yield 37.0%. As a reaction SMILES: [F:1][C:2]1[CH:3]=[C:4]([C:9]2[C:17]3[C:12](=[CH:13][C:14]([OH:18])=[CH:15][CH:16]=3)[C:11](=[O:19])[C:10]=2[C:20]2[CH:21]=[N:22][CH:23]=[CH:24][CH:25]=2)[CH:5]=[C:6]([F:8])[CH:7]=1.BrC1C(=O)C2C(C=1C1C=CC=CC=1)=CC=C(O)C=2.[N:44]1([CH2:50][CH2:51]O)[CH2:49][CH2:48][CH2:47][CH2:46][CH2:45]1>>[F:8][C:6]1[CH:5]=[C:4]([C:9]2[C:17]3[C:12](=[CH:13][C:14]([O:18][CH2:51][CH2:50][N:44]4[CH2:49][CH2:48][CH2:47][CH2:46][CH2:45]4)=[CH:15][CH:16]=3)[C:11](=[O:19])[C:10]=2[C:20]2[CH:21]=[N:22][CH:23]=[CH:24][CH:25]=2)[CH:3]=[C:2]([F:1])[CH:7]=1. Procedure: The procedure of Step 6 of Example 1 was repeated except for using 3-(3,5-difluorophenyl)-6-hydroxy-2-(pyridin-3-yl)-1H-inden-1-one obtained in Step 1 of Example 61 as a starting material instead of 2-bromo-6-hydroxy-3-phenyl-1H-inden-1-one, 2-(piperidin-1-yl)ethanol instead of 4-(2-hydroxyethyl)morpholine, being stirred for 3 h, and being purified by silica gel column chromatography (CH2Cl2/EtOAc=1:4) to obtain the title compound (37%).